From a dataset of the Open Reaction Database (ORD), a public repository of structured organic reaction records. describe an organic reaction: reactants, conditions, products, and yield The reactants are F[C@]1([C@@H](O[C@@H]([C@H]1O)CO)N1C(NC(C=C1)=O)=O)C (1-((2R,3R,4R,5R)-3-fluoro-4-hydroxy-5-hydroxymethyl-3-methyl-tetrahydro-furan-2-yl)-1H-pyrimidine-2,4-dione), C1=CC=C(C=C1)P(C2=CC=CC=C2)C3=CC=CC=C3 (PPh3), N1C=NC=C1 (imidazole), II (I2). The solvent is C1CCOC1 (THF), C1CCOC1 (THF). Reaction conditions: temperature 20 celsius, time 20 minute. Yields the product F[C@]1([C@@H](O[C@@H]([C@H]1O)CI)N1C(NC(C=C1)=O)=O)C (1-((2R,3R,4R,5S)-3-fluoro-4-hydroxy-5-(iodomethyl)-3-methyl-tetrahydrofuran-2-yl)pyrimidine-2,4(1H,3H)-dione). The yield is 93.9%. As a reaction SMILES: [F:1][C@:2]1([CH3:18])[C@H:6]([OH:7])[C@@H:5]([CH2:8]O)[O:4][C@H:3]1[N:10]1[CH:15]=[CH:14][C:13](=[O:16])[NH:12][C:11]1=[O:17].C1C=CC(P(C2C=CC=CC=2)C2C=CC=CC=2)=CC=1.N1C=CN=C1.[I:43]I>C1COCC1>[F:1][C@:2]1([CH3:18])[C@H:6]([OH:7])[C@@H:5]([CH2:8][I:43])[O:4][C@H:3]1[N:10]1[CH:15]=[CH:14][C:13](=[O:16])[NH:12][C:11]1=[O:17]. Procedure details: Chiral 1-((2R,3R,4R,5R)-3-fluoro-4-hydroxy-5-hydroxymethyl-3-methyl-tetrahydro-furan-2-yl)-1H-pyrimidine-2,4-dione (6.14 g, 23.6 mmol), PPh3 (9 g, 34.4 mmol), imidazole (2.4 g, 34.4 mmol) and dry THF (100 mL) were added into a 3-neck flask bottle (500 mL), the mixture was stirred at 20° C. under nitrogen atmosphere for 20 min. Then I2 (6.6 g, 26 mmol) dissolved in dry THF (100 mL) was added into the mixture dropwise at 20° C. during 30 min, after addition, the whole mixture was stirred at 20° C.... The reactants are O=C1N2C(=NC=3C=CC(=CC13)C(=O)OC)C=CC(=N2)C(=O)OCC (2-ethyl 8-methyl 10-oxo-10H-pyridazino[6,1-b]quinazoline-2,8-dicarboxylate). The solvent is Cl (hydrochloric acid). The product is O=C1N2C(=NC=3C=CC(=CC13)C(=O)O)C=CC(=N2)C(=O)O (10-Oxo-10H-pyridazino[6,1-b]quinazoline-2,8-dicarboxylic acid). Reaction SMILES: [O:1]=[C:2]1[C:11]2[CH:10]=[C:9]([C:12]([O:14]C)=[O:13])[CH:8]=[CH:7][C:6]=2[N:5]=[C:4]2[CH:16]=[CH:17][C:18]([C:20]([O:22]CC)=[O:21])=[N:19][N:3]12>Cl>[O:1]=[C:2]1[C:11]2[CH:10]=[C:9]([C:12]([OH:14])=[O:13])[CH:8]=[CH:7][C:6]=2[N:5]=[C:4]2[CH:16]=[CH:17][C:18]([C:20]([OH:22])=[O:21])=[N:19][N:3]12. Procedure details: A mixture of 2-ethyl 8-methyl 10-oxo-10H-pyridazino [6,1-b]quinazoline-2,8-dicarboxylate (0.15 g, 0.46 mmol, Example 1, Step C) in 50 mL of 10% hydrochloric acid was refluxed for 24 h. The mixture was cooled and filtered to give the titled compound as a yellow solid, mp>285° C. Reactants: COC1=CC=C2C(=CN(C2=C1)C)C(C(=O)OC)=O (methyl (6-methoxy-1methyl -1H-indol-3-yl)-glyoxylate), CN1C=C(C2=CC=C(C=C12)N1CCCC1)CC(=O)N ((1-methyl-6-pyrrolidin-1-yl-1H-indol-3-yl)-acetamide). The product is COC1=CC=C2C(=CN(C2=C1)C)C=1C(NC(C1C1=CN(C2=CC(=CC=C12)N1CCCC1)C)=O)=O (3-(6-Methoxy-1-methyl-1H-indol-3-yl)-4-(1-methyl-6-pyrrolidin-1-yl-1H-indol-3-yl)pyrrole-2,5-dione). The yield is 57.6%. Reaction SMILES: [CH3:1][O:2][C:3]1[CH:11]=[C:10]2[C:6]([C:7]([C:13](=O)[C:14]([O:16]C)=O)=[CH:8][N:9]2[CH3:12])=[CH:5][CH:4]=1.[CH3:19][N:20]1[C:28]2[C:23](=[CH:24][CH:25]=[C:26]([N:29]3[CH2:33][CH2:32][CH2:31][CH2:30]3)[CH:27]=2)[C:22]([CH2:34][C:35]([NH2:37])=[O:36])=[CH:21]1>>[CH3:1][O:2][C:3]1[CH:11]=[C:10]2[C:6]([C:7]([C:13]3[C:14](=[O:16])[NH:37][C:35](=[O:36])[C:34]=3[C:22]3[C:23]4[C:28](=[CH:27][C:26]([N:29]5[CH2:30][CH2:31][CH2:32][CH2:33]5)=[CH:25][CH:24]=4)[N:20]([CH3:19])[CH:21]=3)=[CH:8][N:9]2[CH3:12])=[CH:5][CH:4]=1. Procedure details: 3-(6-Methoxy-1-methyl-1H-indol-3-yl)-4-(1-methyl-6-pyrrolidin-1-yl-1H-indol-3-yl)pyrrole-2,5-dione (55 mg, 58%) was prepared from methyl (6-methoxy-1methyl -1H-indol-3-yl)-glyoxylate (57mg, 0.23 mmol) and (1-methyl-6-pyrrolidin-1-yl-1H-indol-3-yl)-acetamide (54 mg, 0.21 mmol). Reactants: FC1=NC=C2N=C(N(C2=N1)C1OCCCC1)NC(C)C=1N(C(C2=C(C=CC=C2C1)C)=O)C1=CC=CC=C1 (3-(1-(2-fluoro-9-(tetrahydro-2H-pyran-2-yl)-9H-purin-ylamino)ethyl)-8-methyl-2-phenylisoquinolin-1(2H)-one), NC(C)C=1N(C(C2=C(C=CC=C2C1)C)=O)C1=CC=CC=C1 (3-(1-Aminoethyl)-8-methyl-2-phenylisoquinolin-1(2H)-one), ClC1=C2N=CN(C2=NC(=N1)F)C1OCCCC1 (6-chloro-2-fluoro-9-(tetrahydro-2H-pyran-2-yl)-9H-purine), ClC1=C2N=CN(C2=NC(=N1)F)C1OCCCC1 (6-chloro-2-fluoro-9-(tetrahydro-2H-pyran-2-yl)-9H-purine), CCN(C(C)C)C(C)C (DIPEA). Solvent: CCCCO (n-BuOH). Run at temperature 120 celsius, time 16 hour. Product: FC1=NC(=C2N=CNC2=N1)N[C@@H](C)C=1N(C(C2=C(C=CC=C2C1)C)=O)C1=CC=CC=C1 ((S)-3-(1-(2-fluoro-9H-purin-6-ylamino)ethyl)-8-methyl-2-phenylisoquinolin-1(2H)-one), FC1=NC=C2N=C(N(C2=N1)C1OCCCC1)NC(C)C=1N(C(C2=C(C=CC=C2C1)C)=O)C1=CC=CC=C1 (3-(1-(2-fluoro-9-(tetrahydro-2H-pyran-2-yl)-9H-purin-ylamino)ethyl)-8-methyl-2-phenylisoquinolin-1(2H)-one). Yield: 47.0%. RXN SMILES: [NH2:1][CH:2]([C:4]1[N:5]([C:16]2[CH:21]=[CH:20][CH:19]=[CH:18][CH:17]=2)[C:6](=[O:15])[C:7]2[C:12]([CH:13]=1)=[CH:11][CH:10]=[CH:9][C:8]=2[CH3:14])[CH3:3].Cl[C:23]1[N:31]=[C:30]([F:32])[N:29]=[C:28]2[C:24]=1[N:25]=[CH:26][N:27]2C1CCCCO1.CCN(C(C)C)C(C)C.[F:48][C:49]1[N:57]=[C:56]2[C:52]([N:53]=[C:54]([NH:64][CH:65]([C:67]3[N:68]([C:79]4[CH:84]=[CH:83][CH:82]=[CH:81][CH:80]=4)[C:69](=[O:78])[C:70]4[C:75]([CH:76]=3)=[CH:74][CH:73]=[CH:72][C:71]=4[CH3:77])[CH3:66])[N:55]2[CH:58]2[CH2:63][CH2:62][CH2:61][CH2:60][O:59]2)=[CH:51][N:50]=1>CCCCO>[F:32][C:30]1[N:29]=[C:28]2[C:24]([N:25]=[CH:26][NH:27]2)=[C:23]([NH:1][C@H:2]([C:4]2[N:5]([C:16]3[CH:21]=[CH:20][CH:19]=[CH:18][CH:17]=3)[C:6](=[O:15])[C:7]3[C:12]([CH:13]=2)=[CH:11][CH:10]=[CH:9][C:8]=3[CH3:14])[CH3:3])[N:31]=1.[F:48][C:49]1[N:57]=[C:56]2[C:52]([N:53]=[C:54]([NH:64][CH:65]([C:67]3[N:68]([C:79]4[CH:80]=[CH:81][CH:82]=[CH:83][CH:84]=4)[C:69](=[O:78])[C:70]4[C:75]([CH:76]=3)=[CH:74][CH:73]=[CH:72][C:71]=4[CH3:77])[CH3:66])[N:55]2[CH:58]2[CH2:63][CH2:62][CH2:61][CH2:60][O:59]2)=[CH:51][N:50]=1. Procedure details: 3-(1-Aminoethyl)-8-methyl-2-phenylisoquinolin-1(2H)-one (200 mg, 0.72 mol), 6-chloro-2-fluoro-9-(tetrahydro-2H-pyran-2-yl)-9H-purine (compound 5202) (369 mg, 1.44 mmol) and DIPEA (279 mg, 2.16 mmol) were dissolved in n-BuOH (20 mL) in a sealed tube, and the resulting mixture was stirred at 120° C. for 16 h. The reaction mixture was concentrated in vacuo and the residue was purified by flash column chromatography on silica gel (eluting with 30% to 50% Hex/EA) to afford the desired product, 3-(1-(...